Dataset: the Open Reaction Database (ORD), a public repository of structured organic reaction records. Task: describe an organic reaction: reactants, conditions, products, and yield Reaction SMILES: [O:1]1[CH:6]=[CH:5][CH2:4][CH2:3][CH:2]1[C:7]([O-:9])=[O:8].[Na+].[CH2:11](I)[CH3:12].C(=O)([O-])[O-].[Na+].[Na+].CN(C)C=O>O>[O:1]1[CH:6]=[CH:5][CH2:4][CH2:3][CH:2]1[C:7]([O:9][CH2:11][CH3:12])=[O:8] |f:0.1,3.4.5|. The reactants are O1C(CCC=C1)C(=O)[O-].[Na+] (sodium 3,4-dihydro-2H-pyran-2-carboxylate), C(C)I (ethyl iodide), C([O-])([O-])=O.[Na+].[Na+] (sodium carbonate), CN(C=O)C (dimethylformamide). Product: O1C(CCC=C1)C(=O)OCC (ETHYL 3,4-DIHYDRO-2H-PYRAN-2-CARBOXYLATE). The yield is 87.0%. Reported procedure: A mixture of sodium 3,4-dihydro-2H-pyran-2-carboxylate (150.0 g, 10 mol), ethyl iodide (192.3 g, 1.2 mol), sodium carbonate (10 g), and dimethylformamide (500 ml) was heated at 105°-110° C. for 5 hours. The reaction mixture was cooled to room temperature and water (450 ml) was added to dissolve inorganic sales. The mixture was extracted with four 200 ml portions of benzene. The combined organic layers were washed with four 200 ml portions of water and dried over anhydrous magnesium sulfate. The ... Solvent: O (water). Starting materials: O=C([O-])[O-], CC(C)(C)OC(=O)NC(CN)C(=O)O, CN(C)C=O, O=[N+]([O-])c1ccccc1F, [K+], [K+]. Reaction SMILES: [C:15](=[O:16])([O-:17])[O-:18].[C:1]([CH3:2])([CH3:3])([CH3:4])[O:5][C:6](=[O:7])[NH:8][CH:9]([C:10](=[O:11])[OH:12])[CH2:13][NH2:14].[CH3:31][N:32]([CH3:33])[CH:34]=[O:35].[F:21][c:22]1[c:23]([N+:28](=[O:29])[O-:30])[cH:24][cH:25][cH:26][cH:27]1.[K+:19].[K+:20]>>[C:1]([CH3:2])([CH3:3])([CH3:4])[O:5][C:6](=[O:7])[NH:8][CH:9]([C:10](=[O:11])[OH:12])[CH2:13][NH:14][c:22]1[c:23]([N+:28](=[O:29])[O-:30])[cH:24][cH:25][cH:26][cH:27]1. Product: CC(C)(C)OC(=O)NC(CNc1ccccc1[N+](=O)[O-])C(=O)O. Reactants: CC=1C=C(C=CC1C)CC#N (3,4-dimethylphenylacetonitrile), C[Si](C)(C)[N-][Si](C)(C)C.[Na+] (sodium bis(trimethylsilyl)amide), BrCC(=O)OCC (ethyl bromoacetate). Solvent: C(C)OCC (diethyl ether), O1CCCC1 (tetrahydrofuran), O1CCCC1 (tetrahydrofuran). Run at temperature 5 celsius, time 1 hour. Product: C(C)OC(CC(CC(=O)OCC)(C1=CC(=C(C=C1)C)C)C#N)=O (3-cyano-3-(3,4-dimethylphenyl)pentanedioic Acid Diethyl Ester). Reaction SMILES: [CH3:1][C:2]1[CH:3]=[C:4]([CH2:9][C:10]#[N:11])[CH:5]=[CH:6][C:7]=1[CH3:8].C[Si]([N-][Si](C)(C)C)(C)C.[Na+].Br[CH2:23][C:24]([O:26][CH2:27][CH3:28])=[O:25]>O1CCCC1.C(OCC)C>[CH2:27]([O:26][C:24](=[O:25])[CH2:23][C:9]([C:10]#[N:11])([C:4]1[CH:5]=[CH:6][C:7]([CH3:8])=[C:2]([CH3:1])[CH:3]=1)[CH2:23][C:24]([O:26][CH2:27][CH3:28])=[O:25])[CH3:28] |f:1.2|. Reported procedure: Combine 3,4-dimethylphenylacetonitrile (50.0 mmol) and tetrahydrofuran (140 mL). Cool to about 5° C. Add dropwise a solution of sodium bis(trimethylsilyl)amide (800 mL, 1 M in tetrahydrofuran, 800 mmol). When the addition is complete, warm the reaction mixture to ambient temperature and allow to stir for 1 hour. Transfer the above solution via cannula into a cooled (−8° C.) solution of ethyl bromoacetate (84.5 mL, 762 mmol) in tetrahydrofuran (500 mL) at such a rate that the temperature of the r... Reactants: Clc1cccnn1, CC(c1ccc(B2OC(C)(C)C(C)(C)O2)cc1)N1CCC(CCCO)(c2ccc(F)cc2)OC1=O. Product: CC(c1ccc(-c2cccnn2)cc1)N1CCC(CCCO)(c2ccc(F)cc2)OC1=O. As a reaction SMILES: [Cl:36][c:37]1[n:38][n:39][cH:40][cH:41][cH:42]1.[F:1][c:2]1[cH:3][cH:4][c:5]([C:8]2([CH2:32][CH2:33][CH2:34][OH:35])[CH2:9][CH2:10][N:11]([CH:15]([CH3:16])[c:17]3[cH:18][cH:19][c:20]([B:23]4[O:24][C:25]([CH3:26])([CH3:27])[C:28]([CH3:29])([CH3:30])[O:31]4)[cH:21][cH:22]3)[C:12](=[O:14])[O:13]2)[cH:6][cH:7]1>>[F:1][c:2]1[cH:3][cH:4][c:5]([C:8]2([CH2:32][CH2:33][CH2:34][OH:35])[CH2:9][CH2:10][N:11]([CH:15]([CH3:16])[c:17]3[cH:18][cH:19][c:20](-[c:37]4[n:38][n:39][cH:40][cH:41][cH:42]4)[cH:21][cH:22]3)[C:12](=[O:14])[O:13]2)[cH:6][cH:7]1. The reactants are CC1=NOC(=N1)C1=C(N=C(S1)N)C1=CC=CC=C1 (5-(3-methyl-[1,2,4]oxadiazol-5-yl)-4-phenyl-thiazol-2-ylamine), C(CCCCC)(=O)Cl (hexanoyl chloride). Product: CC1=NOC(=N1)C1=C(N=C(S1)NC(CCCCC)=O)C1=CC=CC=C1 (Hexanoic acid [5-(3-methyl-[1,2,4]oxadiazol-5-yl)-4-phenyl-thiazol-2-yl]-amide). Reaction SMILES: [CH3:1][C:2]1[N:6]=[C:5]([C:7]2[S:11][C:10]([NH2:12])=[N:9][C:8]=2[C:13]2[CH:18]=[CH:17][CH:16]=[CH:15][CH:14]=2)[O:4][N:3]=1.[C:19](Cl)(=[O:25])[CH2:20][CH2:21][CH2:22][CH2:23][CH3:24]>>[CH3:1][C:2]1[N:6]=[C:5]([C:7]2[S:11][C:10]([NH:12][C:19](=[O:25])[CH2:20][CH2:21][CH2:22][CH2:23][CH3:24])=[N:9][C:8]=2[C:13]2[CH:14]=[CH:15][CH:16]=[CH:17][CH:18]=2)[O:4][N:3]=1. Procedure: Prepared from 5-(3-methyl-[1,2,4]oxadiazol-5-yl)-4-phenyl-thiazol-2-ylamine and hexanoyl chloride. Starting materials: O1C(OCCC1)C1=CC(=C(C=C1)C=1SC2=NC(=CC=C2N1)C1(CC1)C1CCC1)F (2-(4-(1,3-dioxan-2-yl)-2-fluorophenyl)-5-(1-cyclobutyl-cyclopropyl)-thiazolo[5,4-b]pyridine), Cl (hydrochloric acid), [OH-].[Na+] (NaOH). Solvent: C1CCOC1 (THF). Conditions: temperature 65 celsius, time 3 hour. The product is C1(CCC1)C1(CC1)C1=CC=C2C(=N1)SC(=N2)C2=C(C=C(C=O)C=C2)F (4-(5-(1-cyclobutylcyclopropyl)thiazolo[5,4-b]pyridin-2-yl)-3-fluorobenzaldehyde). Reaction SMILES: [O:1]1CCCO[CH:2]1[C:7]1[CH:12]=[CH:11][C:10]([C:13]2[S:14][C:15]3[C:20]([N:21]=2)=[CH:19][CH:18]=[C:17]([C:22]2([CH:25]4[CH2:28][CH2:27][CH2:26]4)[CH2:24][CH2:23]2)[N:16]=3)=[C:9]([F:29])[CH:8]=1.Cl.[OH-].[Na+]>C1COCC1>[CH:25]1([C:22]2([C:17]3[N:16]=[C:15]4[S:14][C:13]([C:10]5[CH:11]=[CH:12][C:7]([CH:2]=[O:1])=[CH:8][C:9]=5[F:29])=[N:21][C:20]4=[CH:19][CH:18]=3)[CH2:24][CH2:23]2)[CH2:26][CH2:27][CH2:28]1 |f:2.3|. Procedure: A mixture of 2-(4-(1,3-dioxan-2-yl)-2-fluorophenyl)-5-(1-cyclobutyl-cyclopropyl)-thiazolo[5,4-b]pyridine (85.7 mg, 0.209 mmol) and hydrochloric acid (5.0N, aq.) (2.00 mL, 10.02 mmol) in THF (4.0 mL) was stirred at 65° C. for 3 h. The reaction mixture was then cooled on an ice bath, and NaOH (5.0N, aq., 2.0 mL) was added. THF was removed in vacuo, and the resulting mixture was partitioned between EtOAc and water. The organic layer was separated, sequentially washed with water and brine, dried ove... The reactants are CN(C=O)C (dimethyl formamide), C(C)(C)(C)OC(=O)N1C(CCC1)C1=NOC(=C1)CBr (2-(5-Bromomethyl-isoxazol-3-yl)-pyrrolidine-1-carboxylic acid tert-butyl ester), C(C)OC(C(C(=O)OCC)NC(=O)OCC=C)=O (2-allyloxycarbonylamino-malonic acid diethyl ester), C([O-])([O-])=O.[Cs+].[Cs+] (cesium carbonate). The solvent is C(C)OCC (diethyl ether). Run at time 3 hour. Product: C(C)OC(C(C(=O)OCC)(CC1=CC(=NO1)C1N(CCC1)C(=O)OC(C)(C)C)NC(=O)OCC=C)=O (2-Allyloxycarbonylamino-2-[3-(1-tert-butoxycarbonyl-pyrrolidin-2-yl)-isoxazol-5-ylmethyl]-malonic Acid Diethyl Ester). Isolated yield 67.2%. Reaction SMILES: CN(C)C=O.[C:6]([O:10][C:11]([N:13]1[CH2:17][CH2:16][CH2:15][CH:14]1[C:18]1[CH:22]=[C:21]([CH2:23]Br)[O:20][N:19]=1)=[O:12])([CH3:9])([CH3:8])[CH3:7].[CH2:25]([O:27][C:28](=[O:42])[CH:29]([NH:35][C:36]([O:38][CH2:39][CH:40]=[CH2:41])=[O:37])[C:30]([O:32][CH2:33][CH3:34])=[O:31])[CH3:26].C(=O)([O-])[O-].[Cs+].[Cs+]>C(OCC)C>[CH2:33]([O:32][C:30](=[O:31])[C:29]([NH:35][C:36]([O:38][CH2:39][CH:40]=[CH2:41])=[O:37])([CH2:23][C:21]1[O:20][N:19]=[C:18]([CH:14]2[CH2:15][CH2:16][CH2:17][N:13]2[C:11]([O:10][C:6]([CH3:9])([CH3:8])[CH3:7])=[O:12])[CH:22]=1)[C:28]([O:27][CH2:25][CH3:26])=[O:42])[CH3:34] |f:3.4.5|. Procedure: A dimethyl formamide (260 mL) solution of 2-(5-Bromomethyl-isoxazol-3-yl)-pyrrolidine-1-carboxylic acid tert-butyl ester (7.29 g, 56 mmol) and 2-allyloxycarbonylamino-malonic acid diethyl ester (8.25 g, 32 mmol) was cooled to 0° C. and cesium carbonate (25.41 g, 78 mmol) was added. The reaction was allowed to warm to room temperature and stirred for 3 hours. The reaction mixture was then poured into diethyl ether (2 L) and washed with water (5×200 mL) and brine. The organic portion was dried ove... Reactants: C(C)(=O)N(C1=CC=C(C=N1)NC(OCC(Cl)(Cl)Cl)=O)C (2,2,2-trichloroethyl {6-[acetyl(methyl)amino]pyridin-3-yl}carbamate), C1(=CC=CC=C1)C1=NSC(=N1)N1CCNCC1 (1-(3-phenyl-1,2,4-thiadiazol-5-yl)piperazine), C(C)(C)N(CC)C(C)C (diisopropylethylamine), CS(=O)C (dimethylsulfoxide). Solvent: O (water). Product: C(C)(=O)N(C1=CC=C(C=N1)NC(=O)N1CCN(CC1)C1=NC(=NS1)C1=CC=CC=C1)C (N-{6-[Acetyl(methyl)amino]pyridin-3-yl]-4-(3-phenyl-1,2,4-thiadiazol-5-yl)piperazine-1-carboxamide). Yield: 39.3%. Reaction SMILES: [C:1]([N:4]([CH3:20])[C:5]1[N:10]=[CH:9][C:8]([NH:11][C:12](=[O:19])OCC(Cl)(Cl)Cl)=[CH:7][CH:6]=1)(=[O:3])[CH3:2].[C:21]1([C:27]2[N:31]=[C:30]([N:32]3[CH2:37][CH2:36][NH:35][CH2:34][CH2:33]3)[S:29][N:28]=2)[CH:26]=[CH:25][CH:24]=[CH:23][CH:22]=1.C(N(C(C)C)CC)(C)C.CS(C)=O>O>[C:1]([N:4]([CH3:20])[C:5]1[N:10]=[CH:9][C:8]([NH:11][C:12]([N:35]2[CH2:36][CH2:37][N:32]([C:30]3[S:29][N:28]=[C:27]([C:21]4[CH:26]=[CH:25][CH:24]=[CH:23][CH:22]=4)[N:31]=3)[CH2:33][CH2:34]2)=[O:19])=[CH:7][CH:6]=1)(=[O:3])[CH3:2]. Procedure: A solution of 2,2,2-trichloroethyl {6-[acetyl(methyl)amino]pyridin-3-yl}carbamate (200 mg, 0.587 mmol), 1-(3-phenyl-1,2,4-thiadiazol-5-yl)piperazine (145 mg, 0.587 mmol), diisopropylethylamine (0.102 ml, 0.587 mmol) and dimethylsulfoxide (4 ml) was stirred at 70° C. for 12 hours, the reaction mixture was poured into water and the mixture was extracted with ethyl acetate. The extract was washed with water and dried over anhydrous magnesium sulfate. The solvent was distilled off under reduced pres...